The task is: describe an organic reaction: reactants, conditions, products, and yield. This data is from the Open Reaction Database (ORD), a public repository of structured organic reaction records. Starting materials: CCCC1CCC(c2ccc(-c3ccccc3)cc2)CC1, O=C(Cl)C(F)F. Product: CCCC1CCC(c2ccc(-c3ccc(C(=O)C(F)F)cc3)cc2)CC1. As a reaction SMILES: [CH2:1]([CH2:2][CH3:3])[CH:4]1[CH2:5][CH2:6][CH:7]([c:10]2[cH:11][cH:12][c:13](-[c:16]3[cH:17][cH:18][cH:19][cH:20][cH:21]3)[cH:14][cH:15]2)[CH2:8][CH2:9]1.[F:22][CH:23]([C:24](=[O:25])[Cl:26])[F:27]>>[CH2:1]([CH2:2][CH3:3])[CH:4]1[CH2:5][CH2:6][CH:7]([c:10]2[cH:11][cH:12][c:13](-[c:16]3[cH:17][cH:18][c:19]([C:24]([CH:23]([F:22])[F:27])=[O:25])[cH:20][cH:21]3)[cH:14][cH:15]2)[CH2:8][CH2:9]1. The reactants are BrC=1C(=C(C(=O)O)C(=C(C1)Cl)C)O (3-bromo-5-chloro-2-hydroxy-6-methylbenzoic acid), ClC1=C(N)C=CC(=C1)S(=O)(=O)C(F)(F)F (2-chloro-4-(trifluoromethanesulfonyl)aniline). Product: BrC=1C(=C(C(=O)NC2=C(C=C(C=C2)S(=O)(=O)C(F)(F)F)Cl)C(=C(C1)Cl)C)O (3-Bromo-5-chloro-N-(2-chloro-4-trifluoromethanesulfonylphenyl)-2-hydroxy-6-methylbenzamide). Reaction SMILES: [Br:1][C:2]1[C:3]([OH:13])=[C:4]([C:8]([CH3:12])=[C:9]([Cl:11])[CH:10]=1)[C:5]([OH:7])=O.[Cl:14][C:15]1[CH:21]=[C:20]([S:22]([C:25]([F:28])([F:27])[F:26])(=[O:24])=[O:23])[CH:19]=[CH:18][C:16]=1[NH2:17]>>[Br:1][C:2]1[C:3]([OH:13])=[C:4]([C:8]([CH3:12])=[C:9]([Cl:11])[CH:10]=1)[C:5]([NH:17][C:16]1[CH:18]=[CH:19][C:20]([S:22]([C:25]([F:28])([F:26])[F:27])(=[O:24])=[O:23])=[CH:21][C:15]=1[Cl:14])=[O:7]. Procedure details: 3-Bromo-5-chloro-N-(2-chloro-4-trifluoromethanesulfonylphenyl)-2-hydroxy-6-methylbenzamide is synthesized from 3-bromo-5-chloro-2-hydroxy-6-methylbenzoic acid and 2-chloro-4-(trifluoromethanesulfonyl)aniline by General Procedure F. Reactants: CI, COc1ccc2ccc(S(=O)(=O)NC3CCN(Cc4ccc5ccc(Cl)nc5c4)C3=O)cc2c1, [H-], [Na+], CN(C)C=O. RXN SMILES: [CH3:35][I:36].[Cl:1][c:2]1[n:3][c:4]2[cH:5][c:6]([CH2:12][N:13]3[C:14](=[O:34])[CH:15]([NH:18][S:19](=[O:20])(=[O:21])[c:22]4[cH:23][c:24]5[cH:25][c:26]([O:32][CH3:33])[cH:27][cH:28][c:29]5[cH:30][cH:31]4)[CH2:16][CH2:17]3)[cH:7][cH:8][c:9]2[cH:10][cH:11]1.[H-:37].[Na+:38].[O:39]=[CH:40][N:41]([CH3:42])[CH3:43]>>[Cl:1][c:2]1[n:3][c:4]2[cH:5][c:6]([CH2:12][N:13]3[C:14](=[O:34])[CH:15]([N:18]([S:19](=[O:20])(=[O:21])[c:22]4[cH:23][c:24]5[cH:25][c:26]([O:32][CH3:33])[cH:27][cH:28][c:29]5[cH:30][cH:31]4)[CH3:35])[CH2:16][CH2:17]3)[cH:7][cH:8][c:9]2[cH:10][cH:11]1. The product is COc1ccc2ccc(S(=O)(=O)N(C)C3CCN(Cc4ccc5ccc(Cl)nc5c4)C3=O)cc2c1. Reactants: CC(=O)O, CC(C(=O)O)c1cc(Cl)c([N+](=O)[O-])cc1Cl, [Fe], O. Yields the product CC(C(=O)O)c1cc(Cl)c(N)cc1Cl. RXN SMILES: [CH3:17][C:18](=[O:19])[OH:20].[Cl:1][c:2]1[c:3]([CH:12]([C:13](=[O:14])[OH:15])[CH3:16])[cH:4][c:5]([Cl:11])[c:6]([N+:8]([O-:9])=[O:10])[cH:7]1.[Fe:22].[OH2:21]>>[Cl:1][c:2]1[c:3]([CH:12]([C:13](=[O:14])[OH:15])[CH3:16])[cH:4][c:5]([Cl:11])[c:6]([NH2:8])[cH:7]1. Product: O=[N+]([O-])c1cc(Nc2ccccc2)c(F)cc1NCC1CCCCC1. Reactants: NCC1CCCCC1, Cl, O=[N+]([O-])c1cc(Nc2ccccc2)c(F)cc1F, CN(C)C=O. RXN SMILES: [CH:19]1([CH2:25][NH2:26])[CH2:20][CH2:21][CH2:22][CH2:23][CH2:24]1.[ClH:27].[F:1][c:2]1[c:3]([NH:4][c:5]2[cH:6][cH:7][cH:8][cH:9][cH:10]2)[cH:11][c:12]([N+:16](=[O:17])[O-:18])[c:13]([F:15])[cH:14]1.[O:28]=[CH:29][N:30]([CH3:31])[CH3:32]>>[F:1][c:2]1[c:3]([NH:4][c:5]2[cH:6][cH:7][cH:8][cH:9][cH:10]2)[cH:11][c:12]([N+:16](=[O:17])[O-:18])[c:13]([NH:26][CH2:25][CH:19]2[CH2:20][CH2:21][CH2:22][CH2:23][CH2:24]2)[cH:14]1. Reactants: C(C)(C)(C)C1=CC=NC=C1 (4-tert-butylpyridine). Solvent: C(C)O (ethanol). Yields the product CC=1C=CC=C2C=CC=NC12 (8-methylquinoline). As a reaction SMILES: C([C:5]1[CH:10]=[CH:9][N:8]=[CH:7][CH:6]=1)(C)(C)C>C(O)C>[CH3:9][C:10]1[CH:5]=[CH:6][CH:7]=[C:10]2[C:9]=1[N:8]=[CH:7][CH:6]=[CH:5]2. Procedure: The reactor effluent vapor was directed through a condenser and the recovered liquid was weighed at convenient times. Typically, the liquid obtained from the first 20 minutes of the run was discarded. Three one-hour test periods were then taken with the mid-point of each period representing 0.8, 1.8 and 2.8 hours-on-stream (HOS). The reaction crudes were homogenized with ethanol before adding 4-tert-butylpyridine as a standard. The samples were then analyzed by GC using standard techniques. The ... Reactants: COS(=O)(=O)OC ((CH3)2SO4), CCOCC (ether), O=C1[C@@H]([C@@H](CC1)CC(=O)O)CCCCC ((±)cis-3-oxo-2-pentyl-1-cyclopentaneacetic acid), anhydrous solid. Solvent: CC(=O)C ((CH3)2CO), O (water). Yields the product O=C1[C@@H]([C@@H](CC1)CC(=O)OC)CCCCC (methyl (±)-cis-3-oxo-2-pentyl-1-cyclopentaneacetate). Yield: 89.8%. Reaction SMILES: [O:1]=[C:2]1[CH2:6][CH2:5][C@@H:4]([CH2:7][C:8]([OH:10])=[O:9])[C@H:3]1[CH2:11][CH2:12][CH2:13][CH2:14][CH3:15].[CH3:16]OS(OC)(=O)=O.CCOCC>CC(C)=O.O>[O:1]=[C:2]1[CH2:6][CH2:5][C@@H:4]([CH2:7][C:8]([O:10][CH3:16])=[O:9])[C@H:3]1[CH2:11][CH2:12][CH2:13][CH2:14][CH3:15]. Procedure details: To 104 mg (0.49 mmole) of (±)cis-3-oxo-2-pentyl-1-cyclopentaneacetic acid (93:7 cis/trans ratio) in 1 ml of (CH3)2CO there were added, first 56 μl of (CH3)2SO4 (74 ml, 0.59 mmole, 1.2 eq.) and then 81 mg (0.59 mmole, 1.2 eq.) of anhydrous solid K2 CO3. The resulting suspension was heated at r.t. during 4 h and taken in water and with ether. The ether phase was separated and the aqueous phase once more extracted with ether. The combined organic phases were washed with water, dried over MgSO4, fil... Starting materials: C(C1=CC=CC=C1)N1C2=C(C(C=C1)=O)C(=C(O2)I)C2=CC=CC=C2 (7-benzyl-2-iodo-3-phenylfuro[2,3-b]pyridin-4(7H)-one), C(Cl)(Cl)Cl (chloroform), C(C(=O)Cl)(=O)Cl (Oxalyl chloride). Run in CN(C=O)C (N,N-dimethylformamide). Product: ClC1=C2C(=NC=C1)OC(=C2C2=CC=CC=C2)I (4-chloro-2-iodo-3-phenylfuro[2,3-b]pyridine). RXN SMILES: C([N:8]1[CH:13]=[CH:12][C:11](=O)[C:10]2[C:15]([C:19]3[CH:24]=[CH:23][CH:22]=[CH:21][CH:20]=3)=[C:16]([I:18])[O:17][C:9]1=2)C1C=CC=CC=1.C(Cl)(Cl)[Cl:26].C(Cl)(=O)C(Cl)=O>CN(C)C=O>[Cl:26][C:11]1[CH:12]=[CH:13][N:8]=[C:9]2[O:17][C:16]([I:18])=[C:15]([C:19]3[CH:24]=[CH:23][CH:22]=[CH:21][CH:20]=3)[C:10]=12. Procedure details: A 100-ml round bottomed flask equipped with a reflux condenser fitted with a nitrogen inlet adapter was charged with 7-benzyl-2-iodo-3-phenylfuro[2,3-b]pyridin-4(7H)-one 4f (3.08 g, 3.46 mmol) and chloroform (35 mL). Oxalyl chloride (1.76 g, 1.21 mL, 13.84 mmol) and N,N-dimethylformamide (0.20 mL) were added, and the reaction was heated at reflux for 18 h. The reaction mixture was concentrated, and the residue was partitioned between dichloromethane and saturated aqueous sodium bicarbonate solut...